describe an organic reaction: reactants, conditions, products, and yield From a dataset of the Open Reaction Database (ORD), a public repository of structured organic reaction records. Reactants: ClC=1C=C(C=CC1OC(C)C)C1=NOC(=N1)C1=C2CCNCC2=CC=C1 (3-(3-chloro-4-isopropoxyphenyl)-5-(1,2,3,4-tetrahydroisoquinolin-5-yl)-1,2,4-oxadiazole), C(=O)([O-])[O-].[K+].[K+] (K2CO3), BrCC(=O)OC(C)(C)C (tert-butyl bromoacetate). Solvent: CN(C)C=O (DMF). The product is ClC=1C=C(C=CC1OC(C)C)C1=NOC(=N1)C1=C2CCN(CC2=CC=C1)CC(=O)OC(C)(C)C (tert-butyl 2-(5-(3-(3-chloro-4-isopropoxyphenyl)-1,2,4-oxadiazol-5-yl)-3,4-dihydroisoquinolin-2(1H)-yl)acetate). RXN SMILES: [Cl:1][C:2]1[CH:3]=[C:4]([C:12]2[N:16]=[C:15]([C:17]3[CH:26]=[CH:25][CH:24]=[C:23]4[C:18]=3[CH2:19][CH2:20][NH:21][CH2:22]4)[O:14][N:13]=2)[CH:5]=[CH:6][C:7]=1[O:8][CH:9]([CH3:11])[CH3:10].C([O-])([O-])=O.[K+].[K+].Br[CH2:34][C:35]([O:37][C:38]([CH3:41])([CH3:40])[CH3:39])=[O:36]>CN(C=O)C>[Cl:1][C:2]1[CH:3]=[C:4]([C:12]2[N:16]=[C:15]([C:17]3[CH:26]=[CH:25][CH:24]=[C:23]4[C:18]=3[CH2:19][CH2:20][N:21]([CH2:34][C:35]([O:37][C:38]([CH3:41])([CH3:40])[CH3:39])=[O:36])[CH2:22]4)[O:14][N:13]=2)[CH:5]=[CH:6][C:7]=1[O:8][CH:9]([CH3:11])[CH3:10] |f:1.2.3|. Reported procedure: To a solution of 3-(3-chloro-4-isopropoxyphenyl)-5-(1,2,3,4-tetrahydroisoquinolin-5-yl)-1,2,4-oxadiazole (0.0726 g, 0.196 mmol) in DMF (1.963 ml) was added K2CO3 (0.054 g, 0.393 mmol) followed by tert-butyl bromoacetate (0.030 ml, 0.206 mmol). After about 48 h the reaction mixture was filtered, concentrated in vacuo and purified by chromatography to provide tert-butyl 2-(5-(3-(3-chloro-4-isopropoxyphenyl)-1,2,4-oxadiazol-5-yl)-3,4-dihydroisoquinolin-2(1H)-yl)acetate as a colorless oil that solid... Yields the product C(C)(=O)C=1N=C(SC1)CN1N=CC(=N1)NC(=O)C=1N=C(OC1C1=CC=CC=C1)C (2-Methyl-5-phenyl-oxazole-4-carboxylic acid [2-(4-acetyl-thiazol-2-ylmethyl)-2H-[1,2,3]triazol-4-yl]-amide). As a reaction SMILES: [CH3:1][C:2]1([C:7]2[N:8]=[C:9]([CH2:12][N:13]3[N:17]=[C:16]([NH2:18])[CH:15]=[N:14]3)[S:10][CH:11]=2)[O:6]CCO1.[CH3:19][C:20]1[O:21][C:22]([C:28]2[CH:33]=[CH:32][CH:31]=[CH:30][CH:29]=2)=[C:23]([C:25](O)=[O:26])[N:24]=1>>[C:2]([C:7]1[N:8]=[C:9]([CH2:12][N:13]2[N:17]=[C:16]([NH:18][C:25]([C:23]3[N:24]=[C:20]([CH3:19])[O:21][C:22]=3[C:28]3[CH:29]=[CH:30][CH:31]=[CH:32][CH:33]=3)=[O:26])[CH:15]=[N:14]2)[S:10][CH:11]=1)(=[O:6])[CH3:1]. Reported procedure: Following general procedure A followed by B, starting from 2-[4-(2-methyl-[1,3]dioxolan-2-yl)-thiazol-2-ylmethyl]-2H-[1,2,3]triazol-4-ylamine and 2-methyl-5-phenyl-oxazole-4-carboxylic acid. The reactants are CC1(OCCO1)C=1N=C(SC1)CN1N=CC(=N1)N (2-[4-(2-methyl-[1,3]dioxolan-2-yl)-thiazol-2-ylmethyl]-2H-[1,2,3]triazol-4-ylamine), CC=1OC(=C(N1)C(=O)O)C1=CC=CC=C1 (2-methyl-5-phenyl-oxazole-4-carboxylic acid). The reactants are ClC1=C(C=CC=C1)C=1OC(=C(N1)CCOC1=CC=C(C=C1)CC(C(=O)OCC)C#N)C (ethyl 3-[4-[2-[2-(2-chlorophenyl)-5-methyl-4-oxazolyl]ethoxy]phenyl]-2-cyanopropionate), [OH-].[Na+] (NaOH), C(C)O (ethanol), O (water). The solvent is ClC1=C(C=CC=C1)Cl (o-dichlorobenzene), N1=CC=CC=C1 (pyridine). Conditions: time 1 hour. Product: ClC1=C(C=CC=C1)C=1OC(=C(N1)CCOC1=CC=C(C=C1)CCC#N)C (3-[4-[2-[2-(2-chlorophenyl)-5-methyl-4-oxazolyl]ethoxy]phenyl]propionitrile). The yield is 80.1%. As a reaction SMILES: [Cl:1][C:2]1[CH:7]=[CH:6][CH:5]=[CH:4][C:3]=1[C:8]1[O:9][C:10]([CH3:31])=[C:11]([CH2:13][CH2:14][O:15][C:16]2[CH:21]=[CH:20][C:19]([CH2:22][CH:23]([C:29]#[N:30])C(OCC)=O)=[CH:18][CH:17]=2)[N:12]=1.[OH-].[Na+].C(O)C.O>ClC1C=CC=CC=1Cl.N1C=CC=CC=1>[Cl:1][C:2]1[CH:7]=[CH:6][CH:5]=[CH:4][C:3]=1[C:8]1[O:9][C:10]([CH3:31])=[C:11]([CH2:13][CH2:14][O:15][C:16]2[CH:17]=[CH:18][C:19]([CH2:22][CH2:23][C:29]#[N:30])=[CH:20][CH:21]=2)[N:12]=1 |f:1.2|. Procedure: A mixture of ethyl 3-[4-[2-[2-(2-chlorophenyl)-5-methyl-4-oxazolyl]ethoxy]phenyl]-2-cyanopropionate (2.24 g), 1N NaOH (15 ml) and ethanol (50 ml) was stirred for one hour at room temperature. The reaction mixture was poured into water and made acidic, which was subjected to extraction with ethyl acetate. The ethyl acetate layer was washed with water and dried (MgSO4), then the solvent was distilled off under reduced pressure to leave a crystalline product, which was added to pyridine (5 ml)--o-d... The reactants are [Si](C1=CC=CC=C1)(C1=CC=CC=C1)(C(C)(C)C)OCCC(CP(OCC)(OCC)=O)(F)F (diethyl 4-(tert-butyldiphenylsilyloxy)-2,2-difluorobutylphosphonate), Cl (hydrochloric acid). Solvent: CO (methanol). Conditions: time 2 hour. Yields the product OCCC(CP(OCC)(OCC)=O)(F)F (diethyl 4-hydroxy-2,2-difluorobutylphosphonate). Reaction SMILES: [Si]([O:18][CH2:19][CH2:20][C:21]([F:32])([F:31])[CH2:22][P:23](=[O:30])([O:27][CH2:28][CH3:29])[O:24][CH2:25][CH3:26])(C(C)(C)C)(C1C=CC=CC=1)C1C=CC=CC=1.Cl>CO>[OH:18][CH2:19][CH2:20][C:21]([F:32])([F:31])[CH2:22][P:23](=[O:30])([O:24][CH2:25][CH3:26])[O:27][CH2:28][CH3:29]. Procedure details: A solution of diethyl 4-(tert-butyldiphenylsilyloxy)-2,2-difluorobutylphosphonate (1 mmole) in methanol (1 mL) was treated with hydrochloric acid (4 N, 4 mmole) at 0° C., and the resulting reaction was stirred at room temperature for 2 h. Evaporation and chromatography gave diethyl 4-hydroxy-2,2-difluorobutylphosphonate as a clear oil. Reactants: BrC(C(=O)OCC)C#N (ethyl bromocyanoacetate), solution, C[O-].[Na+] (sodium methoxide), BrC(C(=O)OCC)C#N (ethyl bromocyanoacetate), ClC(=CC=C(C)C)Cl (1,1-dichloro-4-methylpenta-1,3-diene). The reagents and catalysts are [Cu] (copper). Run in CO (methanol), CO (methanol), CO (methanol). Conditions: time 2 hour. Product: C(#N)C1(C(C1C=C(Cl)Cl)(C)C)C(=O)OCC (ethyl 1-cyano-3-(2',2'-dichlorovinyl)-2,2-dimethylcyclopropane-1-carboxylate). As a reaction SMILES: [Cl:1][C:2]([Cl:8])=[CH:3][CH:4]=[C:5]([CH3:7])[CH3:6].Br[CH:10]([C:16]#[N:17])[C:11]([O:13][CH2:14][CH3:15])=[O:12].C[O-].[Na+]>CO.[Cu]>[C:16]([C:10]1([C:11]([O:13][CH2:14][CH3:15])=[O:12])[CH:4]([CH:3]=[C:2]([Cl:8])[Cl:1])[C:5]1([CH3:7])[CH3:6])#[N:17] |f:2.3|. Procedure details: A mixture of 1,1-dichloro-4-methylpenta-1,3-diene (15.1 parts), copper-containing catalyst in amount indicated in the table below and methanol (32 parts) is heated to reflux and ethyl bromocyanoacetate (19.2 parts) in methanol (14 parts) is then added at a uniform rate during 6 hours, and the acid-base balance ("pH" as indicated by a pH meter) is maintained at a predetermined value by the addition of a 13% solution of sodium methoxide in methanol. On completion of the ethyl bromocyanoacetate add... Reactants: Cc1nc2cc(C3CC=CCCCC(C)C(O)C(C)C(=O)C(C)(C)CCC(=O)O3)ccc2n1C, [K+], [K+], O=C([O-])[O-], O. Product: Cc1nc2cc(C3CC4OC4CCCC(C)C(O)C(C)C(=O)C(C)(C)CCC(=O)O3)ccc2n1C. Reaction SMILES: [CH3:1][n:2]1[c:3]([CH3:34])[n:4][c:5]2[c:6]1[cH:7][cH:8][c:9]([CH:11]1[CH2:12][CH:13]=[CH:14][CH2:15][CH2:16][CH2:17][CH:18]([CH3:33])[CH:19]([OH:32])[CH:20]([CH3:31])[C:21](=[O:30])[C:22]([CH3:28])([CH3:29])[CH2:23][CH2:24][C:25](=[O:27])[O:26]1)[cH:10]2.[K+:35].[K+:36].[O-:37][C:38]([O-:39])=[O:40].[OH2:41]>>[CH3:1][n:2]1[c:3]([CH3:34])[n:4][c:5]2[c:6]1[cH:7][cH:8][c:9]([CH:11]1[CH2:12][CH:13]3[CH:14]([CH2:15][CH2:16][CH2:17][CH:18]([CH3:33])[CH:19]([OH:32])[CH:20]([CH3:31])[C:21](=[O:30])[C:22]([CH3:28])([CH3:29])[CH2:23][CH2:24][C:25](=[O:27])[O:26]1)[O:37]3)[cH:10]2.